Task: describe an organic reaction: reactants, conditions, products, and yield. Dataset: the Open Reaction Database (ORD), a public repository of structured organic reaction records Reactants: CC(C)CC(C(=O)NN1C(=O)C(=O)N(Cc2ccccc2)C1=O)C(CC=Cc1ccccc1)C(=O)NOC1CCCCO1, CCOCC, CO, CCOC(C)=O, O, Cc1ccc(S(=O)(=O)O)cc1. Product: CC(C)CC(C(=O)NN1C(=O)C(=O)N(Cc2ccccc2)C1=O)C(CC=Cc1ccccc1)C(=O)NO. RXN SMILES: [CH2:1]([c:2]1[cH:3][cH:4][cH:5][cH:6][cH:7]1)[N:8]1[C:9](=[O:43])[N:10]([NH:15][C:16]([CH:17]([CH2:18][CH:19]([CH3:20])[CH3:21])[CH:22]([CH2:23][CH:24]=[CH:25][c:26]2[cH:27][cH:28][cH:29][cH:30][cH:31]2)[C:32]([NH:33][O:34][CH:35]2[CH2:36][CH2:37][CH2:38][CH2:39][O:40]2)=[O:41])=[O:42])[C:11](=[O:14])[C:12]1=[O:13].[CH3:56][CH2:57][O:58][CH2:59][CH3:60].[CH3:61][OH:62].[CH3:63][CH2:64][O:65][C:66](=[O:67])[CH3:68].[OH2:44].[c:45]1([CH3:46])[cH:47][cH:48][c:49]([S:50]([OH:51])(=[O:52])=[O:53])[cH:54][cH:55]1>>[CH2:1]([c:2]1[cH:3][cH:4][cH:5][cH:6][cH:7]1)[N:8]1[C:9](=[O:43])[N:10]([NH:15][C:16]([CH:17]([CH2:18][CH:19]([CH3:20])[CH3:21])[CH:22]([CH2:23][CH:24]=[CH:25][c:26]2[cH:27][cH:28][cH:29][cH:30][cH:31]2)[C:32]([NH:33][OH:34])=[O:41])=[O:42])[C:11](=[O:14])[C:12]1=[O:13]. The reactants are C(C)(C)(C)C1=C(C=C(C=C1)CCC(CCC1CCCCCC1)=O)[N+](=O)[O-] (2-t-butyl-5-(5-cycloheptyl-3-oxopentyl)-1-nitrobenzene), methanolic solution. Reagents/catalysts: [Zn] (zinc). Solvent: C(C)(=O)O (acetic acid), C(C)(=O)O (acetic acid). Reaction conditions: time 1 hour. Yields the product C(C)(C)(C)C1=C(N)C=C(C=C1)CCC(CCC1CCCCCC1)=O (2-t-Butyl-5-(5-cycloheptyl-3-oxopentyl)aniline). RXN SMILES: [C:1]([C:5]1[CH:10]=[CH:9][C:8]([CH2:11][CH2:12][C:13](=[O:23])[CH2:14][CH2:15][CH:16]2[CH2:22][CH2:21][CH2:20][CH2:19][CH2:18][CH2:17]2)=[CH:7][C:6]=1[N+:24]([O-])=O)([CH3:4])([CH3:3])[CH3:2]>[Zn].C(O)(=O)C>[C:1]([C:5]1[CH:10]=[CH:9][C:8]([CH2:11][CH2:12][C:13](=[O:23])[CH2:14][CH2:15][CH:16]2[CH2:17][CH2:18][CH2:19][CH2:20][CH2:21][CH2:22]2)=[CH:7][C:6]=1[NH2:24])([CH3:4])([CH3:2])[CH3:3]. Procedure details: 3.08 g (47.1 mmol) of zinc powder and then 0.32 ml of acetic acid were added to 16 ml of a methanolic solution containing 847 mg (2.36 mmol) of 2-t-butyl-5-(5-cycloheptyl-3-oxopentyl)-1-nitrobenzene (prepared as described in Preparation 6), in an ice bath. The mixture was then stirred for 1 hour. At the end of this time, a further 0.32 ml of acetic acid was added, and the mixture was stirred for a further 1 hour. The reaction mixture was then filtered using a Celite filter aid. The insoluble mat... The reactants are FC1=C(C(=O)O)C=C(C(=C1C)F)F (2,4,5-trifluoro-3-methylbenzoic acid), S(=O)(Cl)Cl (thionyl chloride). Run in CN(C)C=O (DMF). Yields the product FC1=C(C(=O)Cl)C=C(C(=C1C)F)F (2,4,5-Trifluoro-3-methylbenzoyl chloride). Reaction SMILES: [F:1][C:2]1[C:10]([CH3:11])=[C:9]([F:12])[C:8]([F:13])=[CH:7][C:3]=1[C:4](O)=[O:5].S(Cl)([Cl:16])=O>CN(C=O)C>[F:1][C:2]1[C:10]([CH3:11])=[C:9]([F:12])[C:8]([F:13])=[CH:7][C:3]=1[C:4]([Cl:16])=[O:5]. Procedure details: A mixture of 2,4,5-trifluoro-3-methylbenzoic acid (6.0 g), thionyl chloride (26 ml) and DMF (0.01 ml) was refluxed for 4 hours. Then excess thionyl chloride was removed under reduced pressure, the resulting residue was distilled under reduced pressure to give the title compound (4.51 g) as pale yellow liquid, bp 90°-92° C./40 mmHg.